From a dataset of the Open Reaction Database (ORD), a public repository of structured organic reaction records. describe an organic reaction: reactants, conditions, products, and yield Reactants: C1(=CC=CC=C1)CCNP(OC(C)C)(OC(C)C)=O (diisopropyl N-(2-phenylethyl)-phosphoramidate), C(C)(C)OC(C)C (diisopropyl ether), Cl (hydrogen chloride). Product: Cl.C1(=CC=CC=C1)CCN (2-phenylethylamine hydrochloride). Reaction SMILES: [C:1]1([CH2:7][CH2:8][NH:9]P(=O)(OC(C)C)OC(C)C)[CH:6]=[CH:5][CH:4]=[CH:3][CH:2]=1.C(OC(C)C)(C)C.[ClH:27]>>[ClH:27].[C:1]1([CH2:7][CH2:8][NH2:9])[CH:6]=[CH:5][CH:4]=[CH:3][CH:2]=1 |f:3.4|. Procedure details: A solution of 1.425 g. (5 millimols) diisopropyl N-(2-phenylethyl)-phosphoramidate in 20 ml. diisopropyl ether saturated with hydrogen chloride is stirred overnight at ambient temperature. The precipitate of 2-phenylethylamine hydrochloride formed is filtered off, washed with diisopropyl ether and then dried in vacuo to give 0.75 g. (yield: 95%) of a crystalline solid, the physical and spectral characteristics of which are identical to those of the compound prepared in Example 2. As a reaction SMILES: [CH2:17]([Cl:18])[Cl:19].[CH3:1][CH:2]([CH3:3])[NH2:4].[Cl:5][C:6](=[O:7])[O:8][c:9]1[cH:10][cH:11][cH:12][cH:13][cH:14]1.[Na+:16].[OH-:15]>>[CH3:1][CH:2]([CH3:3])[NH:4][C:6](=[O:7])[O:8][c:9]1[cH:10][cH:11][cH:12][cH:13][cH:14]1. The product is CC(C)NC(=O)Oc1ccccc1. Reactants: ClCCl, CC(C)N, O=C(Cl)Oc1ccccc1, [Na+], [OH-]. As a reaction SMILES: Br[CH:2]([CH3:5])[C:3]#[N:4].C(=O)([O-])[O-].[K+].[K+].[F:12][C:13]1[CH:18]=[C:17]([F:19])[CH:16]=[CH:15][C:14]=1[C@:20]([OH:30])([C@H:27]([SH:29])[CH3:28])[CH2:21][N:22]1[CH:26]=[N:25][CH:24]=[N:23]1>CN(C)C=O.C1C=CC=CC=1>[C:3]([CH:2]([S:29][C@H:27]([CH3:28])[C@:20]([C:14]1[CH:15]=[CH:16][C:17]([F:19])=[CH:18][C:13]=1[F:12])([OH:30])[CH2:21][N:22]1[CH:26]=[N:25][CH:24]=[N:23]1)[CH3:5])#[N:4] |f:1.2.3|. Product: C(#N)C(C)S[C@@H]([C@@](CN1N=CN=C1)(O)C1=C(C=C(C=C1)F)F)C ((2R,3R)-3-[(1-Cyanoethyl)thio]-2-(2,4-difluorophenyl)-1-(1H-1,2,4-triazol-1-yl)-2-butanol). Reported procedure: 134 mg (1.00 mmole) of 2-bromopropionitrile and 69 mg (0.50 mmole) of potassium carbonate were added to a solution of 143 mg (0.50 mmole) of (2R,3R)-2-(2,4-difluorophenyl)-3-mercapto-1-(1H-1,2,4-triazol-1-yl)-2-butanol in 3 ml of dimethylformamide, and the resulting mixture was stirred at room temperature for 1 hour under an atmosphere of nitrogen. The reaction mixture was then dissolved in benzene, and the resulting solution was washed, in turn, with water and with a saturated aqueous solution ... Reactants: BrC(C#N)C (2-bromopropionitrile), C([O-])([O-])=O.[K+].[K+] (potassium carbonate), FC1=C(C=CC(=C1)F)[C@@](CN1N=CN=C1)([C@@H](C)S)O ((2R,3R)-2-(2,4-difluorophenyl)-3-mercapto-1-(1H-1,2,4-triazol-1-yl)-2-butanol). Conditions: time 1 hour. Run in CN(C=O)C (dimethylformamide), C1=CC=CC=C1 (benzene). Starting materials: Intermediate 4, C(C1=CC=CC=C1)OC1=C(N=C2N(C1=O)CCC2(C)C)C(=O)OCC (ethyl 3-(benzyloxy)-8,8-dimethyl-4-oxo-4,6,7,8-tetrahydropyrrolo[1,2-a]pyrimidine-2-carboxylate), [Li+].[OH-] (LiOH). The solvent is CO (methanol), O (H2O). Run at time 1 hour. The product is C(C1=CC=CC=C1)OC1=C(N=C2N(C1=O)CCC2(C)C)C(=O)O (3-(Benzyloxy)-8,8-dimethyl-4-oxo-4,6,7,8-tetrahydropyrrolo[1,2-a]pyrimidine-2-carboxylic acid). Isolated yield 82.7%. RXN SMILES: [CH2:1]([O:8][C:9]1[C:14](=[O:15])[N:13]2[CH2:16][CH2:17][C:18]([CH3:20])([CH3:19])[C:12]2=[N:11][C:10]=1[C:21]([O:23]CC)=[O:22])[C:2]1[CH:7]=[CH:6][CH:5]=[CH:4][CH:3]=1.[Li+].[OH-]>CO.O>[CH2:1]([O:8][C:9]1[C:14](=[O:15])[N:13]2[CH2:16][CH2:17][C:18]([CH3:20])([CH3:19])[C:12]2=[N:11][C:10]=1[C:21]([OH:23])=[O:22])[C:2]1[CH:7]=[CH:6][CH:5]=[CH:4][CH:3]=1 |f:1.2|. Procedure: Intermediate 4, ethyl 3-(benzyloxy)-8,8-dimethyl-4-oxo-4,6,7,8-tetrahydropyrrolo[1,2-a]pyrimidine-2-carboxylate (342 mg, 1 mmol) was suspended in 5 mL of methanol, treated with a solution of LiOH (48 mg, 2 mmol) in 5 ml H2O then stirred at room temperature for 1 h. The reaction was quenched with 2 mL of 1N HCl. The resulting precipitate was collected by filtration and dried to give 260 mg of the title compound as a crystalline solid (Yield=83%). 1H NMR (300 MHz, CDCl3) δ ppm: 7.46–7.59 (2 H, m) ...